Dataset: the Open Reaction Database (ORD), a public repository of structured organic reaction records. Task: describe an organic reaction: reactants, conditions, products, and yield Starting materials: Cl.C(C1=CC=CC=C1)NCP(OC1=CC=CC=C1)(OC1=CC=CC=C1)=O (diphenyl N-benzyl-aminomethylphosphonate hydrochloride). Reagents/catalysts: [Pd] (palladium on carbon). Solvent: C(C)O (ethanol). Product: Cl.NCP(OC1=CC=CC=C1)(OC1=CC=CC=C1)=O (diphenyl aminomethylphosphonate hydrochloride). As a reaction SMILES: [ClH:1].C([NH:9][CH2:10][P:11](=[O:26])([O:19][C:20]1[CH:25]=[CH:24][CH:23]=[CH:22][CH:21]=1)[O:12][C:13]1[CH:18]=[CH:17][CH:16]=[CH:15][CH:14]=1)C1C=CC=CC=1>[Pd].C(O)C>[ClH:1].[NH2:9][CH2:10][P:11](=[O:26])([O:12][C:13]1[CH:14]=[CH:15][CH:16]=[CH:17][CH:18]=1)[O:19][C:20]1[CH:25]=[CH:24][CH:23]=[CH:22][CH:21]=1 |f:0.1,4.5|. Procedure: A mixture of diphenyl N-benzyl-aminomethylphosphonate hydrochloride (185.0 g), 10% palladium on carbon (7.0 g), and ethanol (1500 ml) is hydrogenated at 40 psi until hydrogen absorption ceases. The catalyst is removed by filtration through a pad of super cel and the filtrate is evaporated under reduced pressure to give diphenyl aminomethylphosphonate hydrochloride.